From a dataset of the Open Reaction Database (ORD), a public repository of structured organic reaction records. describe an organic reaction: reactants, conditions, products, and yield Starting materials: OCc1ccccc1Br, C=CCC(=O)OC, O=C([O-])[O-], C1CCOC1, CN(C)C=O, [K+], [K+]. Product: COC(=O)CCCc1ccccc1CO. As a reaction SMILES: [Br:14][c:15]1[c:16]([CH2:17][OH:18])[cH:19][cH:20][cH:21][cH:22]1.[C:1]([CH2:2][CH:3]=[CH2:4])(=[O:5])[O:6][CH3:7].[C:8](=[O:9])([O-:10])[O-:11].[CH2:28]1[O:29][CH2:30][CH2:31][CH2:32]1.[CH3:23][N:24]([CH3:25])[CH:26]=[O:27].[K+:12].[K+:13]>>[C:1]([CH2:2][CH2:3][CH2:4][c:15]1[c:16]([CH2:17][OH:18])[cH:19][cH:20][cH:21][cH:22]1)(=[O:5])[O:6][CH3:7]. Reactants: CC(C)(C)C(=O)N1CCN(c2cc(Cl)ccn2)CC1, [K+], [Na+], O=[N+]([O-])[O-], [OH-], O, O=S(=O)(O)O. The product is CC(C)(C)C(=O)N1CCN(c2cc(Cl)c([N+](=O)[O-])cn2)CC1. As a reaction SMILES: [Cl:1][c:2]1[cH:3][c:4]([N:8]2[CH2:9][CH2:10][N:11]([C:14]([C:15]([CH3:16])([CH3:17])[CH3:18])=[O:19])[CH2:12][CH2:13]2)[n:5][cH:6][cH:7]1.[K+:20].[Na+:26].[O-:21][N+:22]([O-:23])=[O:24].[OH-:25].[OH2:32].[S:27](=[O:28])(=[O:29])([OH:30])[OH:31]>>[Cl:1][c:2]1[cH:3][c:4]([N:8]2[CH2:9][CH2:10][N:11]([C:14]([C:15]([CH3:16])([CH3:17])[CH3:18])=[O:19])[CH2:12][CH2:13]2)[n:5][cH:6][c:7]1[N+:22](=[O:21])[O-:23]. Reactants: CN1C=C(C2=CC=CC=C12)CC(=O)O (1-methyl-3-indole acetic acid), S(O)(O)(=O)=O (sulfuric acid), CO (methanol). Run at time 18 hour. The product is CN1C=C(C2=CC=CC=C12)CC(=O)OC (methyl 2-(1-methyl-3-indolyl)acetate). Reaction SMILES: [CH3:1][N:2]1[C:10]2[C:5](=[CH:6][CH:7]=[CH:8][CH:9]=2)[C:4]([CH2:11][C:12]([OH:14])=[O:13])=[CH:3]1.S(=O)(=O)(O)O.[CH3:20]O>>[CH3:1][N:2]1[C:10]2[C:5](=[CH:6][CH:7]=[CH:8][CH:9]=2)[C:4]([CH2:11][C:12]([O:14][CH3:20])=[O:13])=[CH:3]1. Reported procedure: To a solution of 20 g of 1-methyl-3-indole acetic acid in 120 mL of methanol was added 0.5 mL of concentrated sulfuric acid and the mixture was stirred at room temperature for 18 hours. The mixture was concentrated by evaporation and the residue was dissolved in dichloromethane, and then poured into a solution of aqueous saturated sodium bicarbonate. The mixture was then extracted with dichloromethane and excess magnesium sulfate was added to the extract. The product was purified by distillation... Starting materials: O=Cc1ccc(C(=O)O)cc1, CCOC(C)=O, Cl, Nc1cccc(OC(F)(F)F)c1. Yields the product O=Cc1ccc(C(=O)Nc2cccc(OC(F)(F)F)c2)cc1. RXN SMILES: [C:1](=[O:2])([OH:3])[c:4]1[cH:5][cH:6][c:7]([CH:8]=[O:9])[cH:10][cH:11]1.[CH3:25][CH2:26][O:27][C:28](=[O:29])[CH3:30].[ClH:24].[F:12][C:13]([O:14][c:15]1[cH:16][c:17]([NH2:18])[cH:19][cH:20][cH:21]1)([F:22])[F:23]>>[C:1](=[O:3])([c:4]1[cH:5][cH:6][c:7]([CH:8]=[O:9])[cH:10][cH:11]1)[NH:18][c:17]1[cH:16][c:15]([O:14][C:13]([F:12])([F:22])[F:23])[cH:21][cH:20][cH:19]1. Starting materials: CC1CC1C(=O)Nc1snc(Br)c1Br, Cn1cc2cc(B3OC(C)(C)C(C)(C)O3)ccc2n1, [Na+], [Na+], O=C([O-])[O-]. Yields the product CC1CC1C(=O)Nc1snc(-c2ccc3nn(C)cc3c2)c1Br. Reaction SMILES: [Br:7][c:8]1[n:9][s:10][c:11]([NH:14][C:15](=[O:16])[CH:17]2[CH:18]([CH3:20])[CH2:19]2)[c:12]1[Br:13].[CH3:21][n:22]1[n:23][c:24]2[cH:25][cH:26][c:27]([B:31]3[O:32][C:33]([CH3:34])([CH3:35])[C:36]([CH3:37])([CH3:38])[O:39]3)[cH:28][c:29]2[cH:30]1.[Na+:1].[Na+:2].[O-:3][C:4](=[O:5])[O-:6]>>[c:8]1(-[c:27]2[cH:26][cH:25][c:24]3[n:23][n:22]([CH3:21])[cH:30][c:29]3[cH:28]2)[n:9][s:10][c:11]([NH:14][C:15](=[O:16])[CH:17]2[CH:18]([CH3:20])[CH2:19]2)[c:12]1[Br:13]. Reactants: C(C1=CC=CC=C1)(C1=CC=CC=C1)N1C(=C(C2=CC(=CC=C12)Cl)C(C(=O)OC)=O)CO[Si](C)(C)C(C)(C)C (Methyl [1-benzhydryl-2-({[tert-butyl(dimethyl)silyl]oxy }methyl)-5-chloro-1H-indol-3-yl](oxo)acetate), S(C)C (Me2S). Run in C1CCOC1 (THF). Reaction conditions: time 8 hour. Yields the product C(C1=CC=CC=C1)(C1=CC=CC=C1)N1C(=C(C2=CC(=CC=C12)Cl)CCO)CO[Si](C)(C)C(C)(C)C (2-[1-benzhydryl-2-({[tert-butyl(dimethyl)silyl]oxy }methyl)-5-chloro-1H-indol-3-yl]ethanol). The yield is 72.0%. RXN SMILES: [CH:1]([N:14]1[C:22]2[C:17](=[CH:18][C:19]([Cl:23])=[CH:20][CH:21]=2)[C:16]([C:24](=O)[C:25](OC)=[O:26])=[C:15]1[CH2:30][O:31][Si:32]([C:35]([CH3:38])([CH3:37])[CH3:36])([CH3:34])[CH3:33])([C:8]1[CH:13]=[CH:12][CH:11]=[CH:10][CH:9]=1)[C:2]1[CH:7]=[CH:6][CH:5]=[CH:4][CH:3]=1.S(C)C>C1COCC1>[CH:1]([N:14]1[C:22]2[C:17](=[CH:18][C:19]([Cl:23])=[CH:20][CH:21]=2)[C:16]([CH2:24][CH2:25][OH:26])=[C:15]1[CH2:30][O:31][Si:32]([C:35]([CH3:38])([CH3:37])[CH3:36])([CH3:34])[CH3:33])([C:8]1[CH:13]=[CH:12][CH:11]=[CH:10][CH:9]=1)[C:2]1[CH:3]=[CH:4][CH:5]=[CH:6][CH:7]=1. Procedure details: Methyl [1-benzhydryl-2-({[tert-butyl(dimethyl)silyl]oxy }methyl)-5-chloro-1H-indol-3-yl](oxo)acetate (1 eq) was dissolved in THF (0.46M), then BH3.Me2S (2M in THF) (2 eq) was added to it. The resulting mixture was refluxed with stirring overnight under N2. The reaction mixture was cooled to rt, then quenched slowly with 1N NaOH(aq). Followed by regular work-up (eg. EtOAc extraction, brine wash, etc.). Removed the solvent and purified using a column with CH2Cl2 as eluent to give 2-[1-benzhydryl-2...